From a dataset of the Open Reaction Database (ORD), a public repository of structured organic reaction records. describe an organic reaction: reactants, conditions, products, and yield Reactants: COCOc1ccc(Br)c(OCOC)c1, CC(C)(C)[Si](C)(C)Oc1ccc(C2CCC(=O)CC2)cc1, [Li]CCCC, C1CCOC1. Yields the product COCOc1ccc(C2(O)CCC(c3ccc(O[Si](C)(C)C(C)(C)C)cc3)CC2)c(OCOC)c1. Reaction SMILES: [Br:1][c:2]1[c:3]([O:12][CH2:13][O:14][CH3:15])[cH:4][c:5]([O:8][CH2:9][O:10][CH3:11])[cH:6][cH:7]1.[C:21]([CH3:22])([CH3:23])([CH3:24])[Si:25]([O:26][c:27]1[cH:28][cH:29][c:30]([CH:33]2[CH2:34][CH2:35][C:36](=[O:39])[CH2:37][CH2:38]2)[cH:31][cH:32]1)([CH3:40])[CH3:41].[CH2:16]([Li:17])[CH2:18][CH2:19][CH3:20].[O:42]1[CH2:43][CH2:44][CH2:45][CH2:46]1>>[c:2]1([C:36]2([OH:39])[CH2:35][CH2:34][CH:33]([c:30]3[cH:29][cH:28][c:27]([O:26][Si:25]([C:21]([CH3:22])([CH3:23])[CH3:24])([CH3:40])[CH3:41])[cH:32][cH:31]3)[CH2:38][CH2:37]2)[c:3]([O:12][CH2:13][O:14][CH3:15])[cH:4][c:5]([O:8][CH2:9][O:10][CH3:11])[cH:6][cH:7]1. Reactants: C1CCOC1, CCO, CCOC(=O)Cc1ccc(NC(=O)C(CC2CCC(=O)C2)c2ccc(S(=O)(=O)C3CC3)c(C3CC3)c2)nc1, ClCCl, Cl, [Na+], [OH-]. Product: O=C(O)Cc1ccc(NC(=O)C(CC2CCC(=O)C2)c2ccc(S(=O)(=O)C3CC3)c(C3CC3)c2)nc1, Cl. RXN SMILES: [CH2:45]1[O:46][CH2:47][CH2:48][CH2:49]1.[CH3:41][CH2:42][OH:43].[CH:1]1([c:4]2[cH:5][c:6]([CH:16]([C:17](=[O:18])[NH:19][c:20]3[cH:21][cH:22][c:23]([CH2:26][C:27](=[O:28])[O:29][CH2:30][CH3:31])[cH:24][n:25]3)[CH2:32][CH:33]3[CH2:34][C:35](=[O:38])[CH2:36][CH2:37]3)[cH:7][cH:8][c:9]2[S:10](=[O:11])(=[O:12])[CH:13]2[CH2:14][CH2:15]2)[CH2:2][CH2:3]1.[Cl:50][CH2:51][Cl:52].[ClH:44].[Na+:40].[OH-:39]>>[CH:1]1([c:4]2[cH:5][c:6]([CH:16]([C:17](=[O:18])[NH:19][c:20]3[cH:21][cH:22][c:23]([CH2:26][C:27](=[O:28])[OH:29])[cH:24][n:25]3)[CH2:32][CH:33]3[CH2:34][C:35](=[O:38])[CH2:36][CH2:37]3)[cH:7][cH:8][c:9]2[S:10](=[O:11])(=[O:12])[CH:13]2[CH2:14][CH2:15]2)[CH2:2][CH2:3]1.[ClH:44]. Starting materials: FC=1C=CC(=C(C1)NC1=NN(C=C1)C)[N+](=O)[O-] ((5-fluoro-2-nitro-phenyl)-(1-methyl-1H-pyrazol-3-yl)amine). Run in CCOC(=O)C (EtOAc). Run at time 24 hour. Product: FC=1C=C(C(=CC1)N)NC1=NN(C=C1)C (4-Fluoro-N2-(1-methyl-1H-pyrazol-3-yl)-benzene-1,2-diamine). Isolated yield 104.1%. RXN SMILES: [F:1][C:2]1[CH:3]=[CH:4][C:5]([N+:15]([O-])=O)=[C:6]([NH:8][C:9]2[CH:13]=[CH:12][N:11]([CH3:14])[N:10]=2)[CH:7]=1>CCOC(C)=O>[F:1][C:2]1[CH:7]=[C:6]([NH:8][C:9]2[CH:13]=[CH:12][N:11]([CH3:14])[N:10]=2)[C:5]([NH2:15])=[CH:4][CH:3]=1. Reported procedure: A mixture of (5-fluoro-2-nitro-phenyl)-(1-methyl-1H-pyrazol-3-yl)amine (386 mg, 1.63 mmol) in EtOAc (10 mL) was degassed with a stream of nitrogen prior to the addition of 10% Pd/C (50 mg) and was stirred at RT under a hydrogen atmosphere for 24 h. The mixture was filtered and the filtrate was concentrated in vacuo to afford the title compound as a grey oil (350 mg, quant.). LCMS (Method C): RT 1.63 min [M+H]+ 207.17 Reactants: BrC(CCC)C1=CN=C(C2=CC=CC=C12)C=1C(=C(C=CC1C)O)C (3-[4-(1-bromo-butyl)-isoquinolin-1-yl]-2,4-dimethyl-phenol), c-HCl, CCO (EtOH). Product: C(C)OC(CCC)C1=CN=C(C2=CC=CC=C12)C=1C(=C(C=CC1C)O)C (3-[4-(1-Ethoxy-butyl)-isoquinolin-1-yl]-2,4-dimethyl-phenol), material. As a reaction SMILES: Br[CH:2]([C:6]1[C:15]2[C:10](=[CH:11][CH:12]=[CH:13][CH:14]=2)[C:9]([C:16]2[C:17]([CH3:24])=[C:18]([OH:23])[CH:19]=[CH:20][C:21]=2[CH3:22])=[N:8][CH:7]=1)[CH2:3][CH2:4][CH3:5].[CH3:25][CH2:26][OH:27]>>[CH2:26]([O:27][CH:2]([C:6]1[C:15]2[C:10](=[CH:11][CH:12]=[CH:13][CH:14]=2)[C:9]([C:16]2[C:17]([CH3:24])=[C:18]([OH:23])[CH:19]=[CH:20][C:21]=2[CH3:22])=[N:8][CH:7]=1)[CH2:3][CH2:4][CH3:5])[CH3:25]. Procedure details: A mixture of 3-[4-(1-bromo-butyl)-isoquinolin-1-yl]-2,4-dimethyl-phenol (110 mg, 0.29 mmol) and c-HCl (30 uL) in EtOH (12 ml) is heated at reflux for 18 h. After removal of solvent, the residue is diluted with DCM and neutralized with 1N—NaOH. The layers are separated and the aqueous layer is extracted with DCM. The combined organic layers are dried over Na2SO4 and concentrated. The residue is chromatographed on silica gel to give 19 mg of 3-[4-(1-Ethoxy-butyl)-isoquinolin-1-yl]-2,4-dimethyl-phe... Product: C(C1=CC=CC=C1)C=1C=CC2=C(C=C(O2)C=2C=C(CN3CC(C3)C(=O)OC)C=CC2)C1 (methyl 1-(3-(5-benzylbenzofuran-2-yl)benzyl)azetidine-3-carboxylate). Reaction SMILES: [CH2:1]([C:8]1[CH:9]=[CH:10][C:11]2[O:15][C:14](B(O)O)=[CH:13][C:12]=2[CH:19]=1)[C:2]1[CH:7]=[CH:6][CH:5]=[CH:4][CH:3]=1.Br[C:21]1[CH:22]=[C:23]([CH:33]=[CH:34][CH:35]=1)[CH2:24][N:25]1[CH2:28][CH:27]([C:29]([O:31][CH3:32])=[O:30])[CH2:26]1>>[CH2:1]([C:8]1[CH:9]=[CH:10][C:11]2[O:15][C:14]([C:21]3[CH:22]=[C:23]([CH:33]=[CH:34][CH:35]=3)[CH2:24][N:25]3[CH2:28][CH:27]([C:29]([O:31][CH3:32])=[O:30])[CH2:26]3)=[CH:13][C:12]=2[CH:19]=1)[C:2]1[CH:7]=[CH:6][CH:5]=[CH:4][CH:3]=1. Reported procedure: Synthesized according to Scheme B2, Step 2 and general procedure F from 5-benzylbenzofuran-2-ylboronic acid and methyl 1-(3-bromobenzyl)azetidine-3-carboxylate to give methyl 1-(3-(5-benzylbenzofuran-2-yl)benzyl)azetidine-3-carboxylate as a light yellow oil. MS (ESI) m/z: Calculated: 411.2; Observed: 412 (M++1). Reactants: C(C1=CC=CC=C1)C=1C=CC2=C(C=C(O2)B(O)O)C1 (5-benzylbenzofuran-2-ylboronic acid), BrC=1C=C(CN2CC(C2)C(=O)OC)C=CC1 (methyl 1-(3-bromobenzyl)azetidine-3-carboxylate). As a reaction SMILES: [Cl:1][c:2]1[cH:3][c:4]([F:9])[c:5]([F:8])[n:6][cH:7]1.[NH4+:10].[OH-:11]>>[Cl:1][c:2]1[cH:3][c:4]([F:9])[c:5]([NH2:10])[n:6][cH:7]1. Reactants: Fc1cc(Cl)cnc1F, [NH4+], [OH-]. The product is Nc1ncc(Cl)cc1F. The reactants are C1CCOC1, Cl, C1COCCO1, CC(CCNCN=N[N+](=O)[O-])C(NC(=O)OC(C)(C)C)C(=O)Nc1nccs1. Yields the product Cl, CC(CCNCN=N[N+](=O)[O-])C(N)C(=O)Nc1nccs1. RXN SMILES: [CH2:30]1[O:31][CH2:32][CH2:33][CH2:34]1.[ClH:29].[O:35]1[CH2:36][CH2:37][O:38][CH2:39][CH2:40]1.[s:1]1[c:2]([NH:6][C:7]([CH:8]([CH:9]([CH2:10][CH2:11][NH:12][CH2:13][N:14]=[N:15][N+:16](=[O:17])[O-:18])[CH3:19])[NH:20][C:21]([O:22][C:23]([CH3:24])([CH3:25])[CH3:26])=[O:27])=[O:28])[n:3][cH:4][cH:5]1>>[ClH:29].[s:1]1[c:2]([NH:6][C:7]([CH:8]([CH:9]([CH2:10][CH2:11][NH:12][CH2:13][N:14]=[N:15][N+:16](=[O:17])[O-:18])[CH3:19])[NH2:20])=[O:28])[n:3][cH:4][cH:5]1.